From a dataset of the Open Reaction Database (ORD), a public repository of structured organic reaction records. describe an organic reaction: reactants, conditions, products, and yield Starting materials: ClC=1C=C(C(=O)O)C=CC1N(C(=O)C1=CC2=C(C3=C(OCC2)C=CC=C3)S1)CCO (3-chloro-4-(N-(2-hydroxyethyl)-4,5-dihydrobenzo[b]thieno[2,3-d]oxepine-2-carboxamido)benzoic acid), CNC (dimethylamine). Product: ClC1=C(C=CC(=C1)C(N(C)C)=O)N(C(=O)C1=CC2=C(C3=C(OCC2)C=CC=C3)S1)CCO (N-(2-chloro-4-(dimethylcarbamoyl)phenyl)-N-(2-hydroxyethyl)-4,5-dihydrobenzo[b]thieno[2,3-d]oxepine-2-carboxamide). Isolated yield 50.0%. RXN SMILES: [Cl:1][C:2]1[CH:3]=[C:4]([CH:8]=[CH:9][C:10]=1[N:11]([CH2:28][CH2:29][OH:30])[C:12]([C:14]1[S:27][C:17]2[C:18]3[CH:26]=[CH:25][CH:24]=[CH:23][C:19]=3[O:20][CH2:21][CH2:22][C:16]=2[CH:15]=1)=[O:13])[C:5](O)=[O:6].[CH3:31][NH:32][CH3:33]>>[Cl:1][C:2]1[CH:3]=[C:4]([C:5](=[O:6])[N:32]([CH3:33])[CH3:31])[CH:8]=[CH:9][C:10]=1[N:11]([CH2:28][CH2:29][OH:30])[C:12]([C:14]1[S:27][C:17]2[C:18]3[CH:26]=[CH:25][CH:24]=[CH:23][C:19]=3[O:20][CH2:21][CH2:22][C:16]=2[CH:15]=1)=[O:13]. Reported procedure: Following the procedure of Example 91, 3-chloro-4-(N-(2-hydroxyethyl)-4,5-dihydrobenzo[b]thieno[2,3-d]oxepine-2-carboxamido)benzoic acid and dimethylamine were reacted to give 220 (yield 50%). MS: (ESI+) 471.1 The reactants are C(Br)C1CO1 (epibromohydrin), C(CCCCCCCCC)O (decan-1-ol), ClCCl (dichloromethane), [OH-].[Na+] (sodium hydroxide). The reagents and catalysts are S(=O)(=O)(O)[O-].C(CCC)[N+](CCCC)(CCCC)CCCC (tetrabutylammonium hydrogen sulphate). Solvent: O (water). Product: C(CCCCCCCCC)OCC1CO1 (1-Decyloxy-2,3-epoxypropane). Reaction SMILES: [CH2:1]([CH:3]1[O:5][CH2:4]1)Br.ClCCl.[OH-].[Na+].[CH2:11]([OH:21])[CH2:12][CH2:13][CH2:14][CH2:15][CH2:16][CH2:17][CH2:18][CH2:19][CH3:20]>S([O-])(O)(=O)=O.C([N+](CCCC)(CCCC)CCCC)CCC.O>[CH2:11]([O:21][CH2:1][CH:3]1[O:5][CH2:4]1)[CH2:12][CH2:13][CH2:14][CH2:15][CH2:16][CH2:17][CH2:18][CH2:19][CH3:20] |f:2.3,5.6|. Procedure details: 4.23 ml. (0.05 mole) epibromohydrin in a two-phase mixture of 150 ml. dichloromethane, 150 ml. 50% aqueous sodium hydroxide solution and 3.4 g. tetrabutylammonium hydrogen sulphate are mixed at ambient temperature with 9.52 ml. (0.05 mole) decan-1-ol and stirred overnight. The reaction mixture is then diluted with water and the organic phase is separated off, washed with water and evaporated. The oily residue is purified by column chromatography on silica gel with diethyl ether/isohexane (1:15 v... Reactants: C(C)(C)(C)OC(NC(C)(C)C(NC(C(=O)N1CCC(CC1)(C(=O)NN(C)C)CC1=CC=CC=C1)CC1=CNC2=CC=CC=C12)=O)=O ((1-(2-(4-benzyl-4-(N′,N′-dimethylhydrazinocarbonyl)piperidine-1-yl)-1-(1H-indol-3-ylmethyl)-2-oxoethylcarbamoyl)-1-methylethyl)carbamic acid tert-butyl ester), FC(C(=O)O)(F)F (trifluoroacetic acid). Conditions: time 30 minute. Procedure details: To a solution of (1-(2-(4-benzyl-4-(N′,N′-dimethylhydrazinocarbonyl)piperidine-1-yl)-1-(1H-indol-3-ylmethyl)-2-oxoethylcarbamoyl)-1-methylethyl)carbamic acid tert-butyl ester (0.29 g, 0.46 mmol) in methylene chloride (3 ml) at 0° C. was added trifluoroacetic acid (3 ml) and the mixture was stirred for 30 min. The mixture was quenched with ethanol (20 ml), concentrated in vacuo and stripped three times with methylene chloride to give 0.25 g of 2-amino-N-[(1R)-2-[4-benzyl-4-(N′,N′-dimethylhydrazin... As a reaction SMILES: C(OC(=O)[NH:7][C:8]([C:11](=[O:45])[NH:12][CH:13]([CH2:35][C:36]1[C:44]2[C:39](=[CH:40][CH:41]=[CH:42][CH:43]=2)[NH:38][CH:37]=1)[C:14]([N:16]1[CH2:21][CH2:20][C:19]([CH2:28][C:29]2[CH:34]=[CH:33][CH:32]=[CH:31][CH:30]=2)([C:22]([NH:24][N:25]([CH3:27])[CH3:26])=[O:23])[CH2:18][CH2:17]1)=[O:15])([CH3:10])[CH3:9])(C)(C)C.FC(F)(F)C(O)=O>C(Cl)Cl>[NH2:7][C:8]([CH3:10])([CH3:9])[C:11]([NH:12][C@H:13]([CH2:35][C:36]1[C:44]2[C:39](=[CH:40][CH:41]=[CH:42][CH:43]=2)[NH:38][CH:37]=1)[C:14]([N:16]1[CH2:21][CH2:20][C:19]([CH2:28][C:29]2[CH:30]=[CH:31][CH:32]=[CH:33][CH:34]=2)([C:22]([NH:24][N:25]([CH3:27])[CH3:26])=[O:23])[CH2:18][CH2:17]1)=[O:15])=[O:45]. The yield is 102.0%. The solvent is C(Cl)Cl (methylene chloride). Product: NC(C(=O)N[C@@H](C(=O)N1CCC(CC1)(C(=O)NN(C)C)CC1=CC=CC=C1)CC1=CNC2=CC=CC=C12)(C)C (2-amino-N-[(1R)-2-[4-benzyl-4-(N′,N′-dimethylhydrazinocarbonyl)piperidin-1-yl]-1-((1H-indol-3-yl)methyl)-2-oxoethyl]-2-methylpropionamide). Reactants: [N+](=O)([O-])[O-].[K+] (Potassium nitrate), C(C)(=O)NC1=C(COC(C)=O)C=C(C=C1)Cl (acetic acid 2-acetylamino-5-chloro-benzyl ester). Run in OS(=O)(=O)O (H2SO4). Run at temperature 0 celsius, time 15 minute. Yields the product C(C)(=O)NC1=C(COC(C)=O)C=C(C=C1[N+](=O)[O-])Cl (acetic acid 2-acetylamino-5-chloro-3-nitro-benzyl ester). Yield: 19.8%. RXN SMILES: [N+:1]([O-:4])([O-])=[O:2].[K+].[C:6]([NH:9][C:10]1[CH:20]=[CH:19][C:18]([Cl:21])=[CH:17][C:11]=1[CH2:12][O:13][C:14](=[O:16])[CH3:15])(=[O:8])[CH3:7]>OS(O)(=O)=O>[C:6]([NH:9][C:10]1[C:20]([N+:1]([O-:4])=[O:2])=[CH:19][C:18]([Cl:21])=[CH:17][C:11]=1[CH2:12][O:13][C:14](=[O:16])[CH3:15])(=[O:8])[CH3:7] |f:0.1|. Procedure: Potassium nitrate (1.01 g, 10 mmol) was added to conc. H2SO4 (10 ml) at 0° C. This mixture was stirred at 0° C. for 15 min, then acetic acid 2-acetylamino-5-chloro-benzyl ester (1.92 g, 8 mmol) was added in small portions over 15 min. The reaction mixture was stirred at 0° C. for a further 1 h, and then poured onto crushed ice. The precipitate formed was collected by filtration to give a mixture of isomers, which were separated by column chromatography eluting with a gradient of 0-60% ethyl acet...